Dataset: the Open Reaction Database (ORD), a public repository of structured organic reaction records. Task: describe an organic reaction: reactants, conditions, products, and yield Starting materials: [C@@H]1(C[C@H](O)[C@@H](CO)O1)N1C(=O)NC(=O)C(C)=C1 (Thymidine), purine nucleoside, purine nucleoside, NC1=NC=C2NC=NC2=N1 (2-Aminopurine), F[C@H]1[C@@H](O[C@@H]([C@H]1O)CO)N1C(=O)NC(=O)C=C1 (1-(2-deoxy-2-fluoro-β-D-ribofuranosyl)uracil), [N-]=[N+]=[N-].[K+] (potassium azide), [C@@H]1(C[C@H](O)[C@@H](CO)O1)N1C(=O)NC(=O)C(C)=C1 (thymidine). Solvent: P(=O)([O-])([O-])[O-].[K+].[K+].[K+] (potassium phosphate), O (water). Run at temperature 37 celsius. Yields the product NC1=NC=C2N=CN(C2=N1)[C@H]1[C@@H]([C@H](O)[C@H](O1)CO)F (2-Amino-9-(2-deoxy-2-fluoro-β-D-ribofuranosyl)-9H-purine). As a reaction SMILES: [NH2:1][C:2]1[N:10]=[C:9]2[C:5]([NH:6][CH:7]=[N:8]2)=[CH:4][N:3]=1.[F:11][C@@H:12]1[C@H:16]([OH:17])[C@@H:15]([CH2:18][OH:19])[O:14][C@H:13]1N1C=CC(=O)NC1=O.[N-]=[N+]=[N-].[K+].[C@@H]1(N2C=C(C)C(=O)NC2=O)O[C@H](CO)[C@@H](O)C1>P([O-])([O-])([O-])=O.[K+].[K+].[K+].O>[NH2:1][C:2]1[N:10]=[C:9]2[C:5]([N:6]=[CH:7][N:8]2[C@@H:13]2[O:14][C@H:15]([CH2:18][OH:19])[C@@H:16]([OH:17])[C@H:12]2[F:11])=[CH:4][N:3]=1 |f:2.3,5.6.7.8|. Procedure: 2-Aminopurine (Vega Biochemicals, 0.4 g, 3.0 mmoles) and 1-(2-deoxy-2-fluoro-β-D-ribofuranosyl)uracil (0.2 g, 0.71 mmoles) which may be prepared according to J. F. Codington et al. (J. Org. Chem. 29:558, 1964) were suspended in 35 ml of 5 mM potassium phosphate buffer, pH 7.0, which contained 0.04% (w/v) potassium azide. Thymidine phosphorylase (1,930 I.U.) and purine nucleoside phosphorylase (1,880 I.U.) (T. A. Krenitsky et al., Biochemistry 20:3615, 1981 and U.S. Pat. No. 4,381,344) were added...